Dataset: the Open Reaction Database (ORD), a public repository of structured organic reaction records. Task: describe an organic reaction: reactants, conditions, products, and yield Starting materials: C1CCOC1, COC(=O)C1CC(=O)N(c2ccc(Oc3ccnc4cc(OC)c(OC)cc34)cc2)C1, CO, [Na+], [OH-]. The product is COc1cc2nccc(Oc3ccc(N4CC(C(=O)O)CC4=O)cc3)c2cc1OC. Reaction SMILES: [CH2:36]1[O:37][CH2:38][CH2:39][CH2:40]1.[CH3:1][O:2][c:3]1[cH:4][c:5]2[c:6]([O:15][c:16]3[cH:17][cH:18][c:19]([N:22]4[CH2:23][CH:24]([C:28](=[O:29])[O:30][CH3:31])[CH2:25][C:26]4=[O:27])[cH:20][cH:21]3)[cH:7][cH:8][n:9][c:10]2[cH:11][c:12]1[O:13][CH3:14].[CH3:34][OH:35].[Na+:33].[OH-:32]>>[CH3:1][O:2][c:3]1[cH:4][c:5]2[c:6]([O:15][c:16]3[cH:17][cH:18][c:19]([N:22]4[CH2:23][CH:24]([C:28](=[O:29])[OH:30])[CH2:25][C:26]4=[O:27])[cH:20][cH:21]3)[cH:7][cH:8][n:9][c:10]2[cH:11][c:12]1[O:13][CH3:14]. Procedure details: To a solution of sodium methoxide in MeOH (0.5 M, 0.97 mL, 0.49 mmol) was added 2-(7-chloro-thieno[3,2-b]pyridin-2-yl)-5-(2-trimethylsilanyl-ethoxymethyl)-5H-pyrrolo[2,3-b]pyrazine-7-carboxylic acid [(R)-2-(3-cyano-azetidin-1-yl)-1-cyclopropyl-2-oxo-ethyl]-amide (35 mg, 0.056 mmol) and reaction mixture was stirred at 100° C. for 1 h under microwave assisted conditions. The reaction mixture was evaporated to dryness and the crude residue was purified by preparative TLC (CH2Cl2:MeOH:NH4OH, 80:19:1... RXN SMILES: [CH3:1][O-:2].[Na+].C[OH:5].C(C1CN([C:12](=[O:47])[C@H:13]([NH:17][C:18]([C:20]2[C:28]3[C:23](=[N:24][CH:25]=[C:26]([C:29]4[S:37][C:36]5[C:31](=[N:32][CH:33]=[CH:34][C:35]=5Cl)[CH:30]=4)[N:27]=3)[N:22]([CH2:39][O:40][CH2:41][CH2:42][Si:43]([CH3:46])([CH3:45])[CH3:44])[CH:21]=2)=[O:19])[CH:14]2[CH2:16][CH2:15]2)C1)#N>>[CH:14]1([C@@H:13]([NH:17][C:18]([C:20]2[C:28]3[C:23](=[N:24][CH:25]=[C:26]([C:29]4[S:37][C:36]5[C:31](=[N:32][CH:33]=[CH:34][C:35]=5[O:2][CH3:1])[CH:30]=4)[N:27]=3)[N:22]([CH2:39][O:40][CH2:41][CH2:42][Si:43]([CH3:46])([CH3:44])[CH3:45])[CH:21]=2)=[O:19])[C:12]([OH:5])=[O:47])[CH2:15][CH2:16]1 |f:0.1|. Starting materials: C[O-].[Na+] (sodium methoxide), CO (MeOH), C(#N)C1CN(C1)C([C@@H](C1CC1)NC(=O)C1=CN(C2=NC=C(N=C21)C2=CC1=NC=CC(=C1S2)Cl)COCC[Si](C)(C)C)=O (2-(7-chloro-thieno[3,2-b]pyridin-2-yl)-5-(2-trimethylsilanyl-ethoxymethyl)-5H-pyrrolo[2,3-b]pyrazine-7-carboxylic acid [(R)-2-(3-cyano-azetidin-1-yl)-1-cyclopropyl-2-oxo-ethyl]-amide). The product is C1(CC1)[C@H](C(=O)O)NC(=O)C1=CN(C2=NC=C(N=C21)C2=CC1=NC=CC(=C1S2)OC)COCC[Si](C)(C)C ((R)-cyclopropyl-{[2-(7-methoxy-thieno[3,2-b]pyridin-2-yl)-5-(2-trimethylsilanyl-ethoxymethyl)-5H-pyrrolo[2,3-b]pyrazine-7-carbonyl]-amino}-acetic acid). Yield: 57.0%. Run at temperature 100 celsius, time 1 hour. Starting materials: FC=1C=C(C=CC1)C1=CC=C(N=N1)NN (6-(3-fluorophenyl)-3-hydrazinopyridazine), COCC(=O)Cl (methoxyacetyl chloride). Yields the product FC=1C=C(C=CC1)C=1C=CC=2N(N1)C(=NN2)COC (6-(3-Fluorophenyl)-3-(methoxymethyl)-1,2,4-triazolo[4,3-b]pyridazine). Reaction SMILES: [F:1][C:2]1[CH:3]=[C:4]([C:8]2[N:13]=[N:12][C:11]([NH:14][NH2:15])=[CH:10][CH:9]=2)[CH:5]=[CH:6][CH:7]=1.[CH3:16][O:17][CH2:18][C:19](Cl)=O>>[F:1][C:2]1[CH:3]=[C:4]([C:8]2[CH:9]=[CH:10][C:11]3[N:12]([C:19]([CH2:18][O:17][CH3:16])=[N:15][N:14]=3)[N:13]=2)[CH:5]=[CH:6][CH:7]=1. Procedure: As for Example 4, 6-(3-fluorophenyl)-3-hydrazinopyridazine (prepared in a manner similar to that described in Example 1) is reacted with methoxyacetyl chloride to give the product of the Example. The reactants are O=C(Cl)CCCCl, c1ccc2c(c1)CCCN2. Yields the product O=C(CCCCl)N1CCCc2ccccc21. As a reaction SMILES: [Cl:11][CH2:12][CH2:13][CH2:14][C:15](=[O:16])[Cl:17].[NH:1]1[CH2:2][CH2:3][CH2:4][c:5]2[cH:6][cH:7][cH:8][cH:9][c:10]21>>[N:1]1([C:15]([CH2:14][CH2:13][CH2:12][Cl:11])=[O:16])[CH2:2][CH2:3][CH2:4][c:5]2[cH:6][cH:7][cH:8][cH:9][c:10]21. Reactants: C(C1=CC=CC=C1)OC(=O)N1CCC(CC1)C(C(F)(F)F)OC1=CC2=C(C3=NC(=CN3CCO2)C=2N(N=C(N2)C)C(C)C)C=C1 (4-{2,2,2-Trifluoro-1-[2-(2-isopropyl-5-methyl-2H-[1,2,4]triazol-3-yl)-4,5-dihydro-6-oxa-1,3a-diazabenzo[e]azulen-8-yloxy]ethyl}piperidine-1-carboxylic acid benzyl ester), CO (MeOH), CCN(C(C)C)C(C)C (DIPEA), C(C)(=O)Cl (acetyl chloride). Reagents/catalysts: [Pd] (Pd/C). The solvent is CC(=O)C (acetone). Conditions: time 18 hour. Yields the product FC(C(OC1=CC2=C(C=3N(CCO2)C=C(N3)C3=NC(=NN3C(C)C)C)C=C1)C1CCN(CC1)C(C)=O)(F)F (1-(4-(2,2,2-trifluoro-1-(2-(1-isopropyl-3-methyl-1H-1,2,4-triazol-5-yl)-5,6-dihydrobenzo[f]imidazo[1,2-d][1,4]oxazepin-9-yloxy)ethyl)piperidin-1-yl)ethanone). Isolated yield 8.3%. RXN SMILES: C(O[C:9]([N:11]1[CH2:16][CH2:15][CH:14]([CH:17]([O:22][C:23]2[CH:45]=[CH:44][C:26]3[C:27]4[N:31]([CH2:32][CH2:33][O:34][C:25]=3[CH:24]=2)[CH:30]=[C:29]([C:35]2[N:36]([CH:41]([CH3:43])[CH3:42])[N:37]=[C:38]([CH3:40])[N:39]=2)[N:28]=4)[C:18]([F:21])([F:20])[F:19])[CH2:13][CH2:12]1)=[O:10])C1C=CC=CC=1.CO.[CH3:48]CN(C(C)C)C(C)C.C(Cl)(=O)C>[Pd].CC(C)=O>[F:21][C:18]([F:19])([F:20])[CH:17]([CH:14]1[CH2:15][CH2:16][N:11]([C:9](=[O:10])[CH3:48])[CH2:12][CH2:13]1)[O:22][C:23]1[CH:45]=[CH:44][C:26]2[C:27]3[N:31]([CH:30]=[C:29]([C:35]4[N:36]([CH:41]([CH3:43])[CH3:42])[N:37]=[C:38]([CH3:40])[N:39]=4)[N:28]=3)[CH2:32][CH2:33][O:34][C:25]=2[CH:24]=1. Procedure details: To a solution of 4-{2,2,2-trifluoro-1-[2-(2-isopropyl-5-methyl-2H-[1,2,4]triazol-3-yl)-4,5-dihydro-6-oxa-1,3a-diazabenzo[e]azulen-8-yloxy]ethyl}piperidine-1-carboxylic acid benzyl ester from Example 5 (210 mg, 0.34 mmol) in a 1:10 mixture MeOH:acetone (11 mL), was added 10% Pd/C (200 mg). The reaction mixture was stirred at RT under a hydrogen atmosphere for 18 h. The suspension was then filtered through a pad of Celite® and to the filtrate fresh 10% Pd/C (200 mg) was added. The reaction mixture...